Task: describe an organic reaction: reactants, conditions, products, and yield. Dataset: the Open Reaction Database (ORD), a public repository of structured organic reaction records Reactants: Cl.ClC1=CC=C(CN(N)C2=CC=C(C=C2)C(C)(C)C)C=C1 (1-(4-chlorobenzyl)-1-(4-tert-butylphenyl)hydrazine hydrochloride), C(C)(=O)O.C(C)C1C(CCCC1)=O (ethyl2-cyclohexanone acetate). Product: ClC1=CC=C(CN2C3=CC=C(C=C3C=3CCCC(C23)CC(=O)O)C(C)(C)C)C=C1 (9-p-Chlorobenzyl-6-tert-butyl-1,2,3,4-tetrahydrocarbazol-1-yl-acetic acid). As a reaction SMILES: Cl.[Cl:2][C:3]1[CH:21]=[CH:20][C:6]([CH2:7][N:8]([C:10]2[CH:15]=[CH:14][C:13]([C:16]([CH3:19])([CH3:18])[CH3:17])=[CH:12][CH:11]=2)N)=[CH:5][CH:4]=1.[C:22]([OH:25])(=[O:24])[CH3:23].C([CH:28]1[CH2:33][CH2:32][CH2:31][CH2:30][C:29]1=O)C>>[Cl:2][C:3]1[CH:21]=[CH:20][C:6]([CH2:7][N:8]2[C:29]3[CH:30]([CH2:23][C:22]([OH:25])=[O:24])[CH2:31][CH2:32][CH2:33][C:28]=3[C:15]3[C:10]2=[CH:11][CH:12]=[C:13]([C:16]([CH3:19])([CH3:18])[CH3:17])[CH:14]=3)=[CH:5][CH:4]=1 |f:0.1,2.3|. Procedure details: Following the procedure of Example 1, but using 1-(4-chlorobenzyl)-1-(4-tert-butylphenyl)hydrazine hydrochloride and ethyl2-cyclohexanone acetate as starting materials, the title compound was prepared. Reactants: ClC1=NC(=CC2=C1N(C(=N2)N2[C@H]1[C@H](OCC2)CCC1)C[C@@H]1CC[C@H](CC1)C)Cl (4,6-dichloro-2-[(trans)-hexahydrocyclopenta[b][1,4]oxazin-4(4aH)-yl]-3-[(trans-4-methylcyclohexyl)methyl]-3H-imidazo[4,5-c]pyridine), ClC=1C=C(C(=NC1)F)B1OC(C(O1)(C)C)(C)C (5-chloro-2-fluoro-3-(4,4,5,5-tetramethyl-1,3,2-dioxaborolan-2-yl)pyridine), C(=O)([O-])[O-].[Cs+].[Cs+] (Cs2CO3), O (water), [1,1′-bis(di-tert-butylphosphino)ferrocene]PdCl2, O (Water). Run in CCOC(=O)C (EtOAc). Reaction conditions: temperature 90 celsius. Yields the product ClC1=CC2=C(C(=N1)C=1C(=NC=C(C1)Cl)F)N(C(=N2)N2[C@H]1[C@H](OCC2)CCC1)C[C@@H]1CC[C@H](CC1)C (6-chloro-4-(5-chloro-2-fluoropyridin-3-yl)-2-[(trans)-hexahydrocyclopenta[b][1,4]oxazin-4(4aH)-yl]-3-[(trans-4-methylcyclohexyl)methyl]-3H-imidazo[4,5-c]pyridine). RXN SMILES: Cl[C:2]1[C:7]2[N:8]([CH2:20][C@H:21]3[CH2:26][CH2:25][C@H:24]([CH3:27])[CH2:23][CH2:22]3)[C:9]([N:11]3[CH2:16][CH2:15][O:14][C@@H:13]4[CH2:17][CH2:18][CH2:19][C@@H:12]34)=[N:10][C:6]=2[CH:5]=[C:4]([Cl:28])[N:3]=1.[Cl:29][C:30]1[CH:31]=[C:32](B2OC(C)(C)C(C)(C)O2)[C:33]([F:36])=[N:34][CH:35]=1.C([O-])([O-])=O.[Cs+].[Cs+].O>CCOC(C)=O>[Cl:28][C:4]1[N:3]=[C:2]([C:32]2[C:33]([F:36])=[N:34][CH:35]=[C:30]([Cl:29])[CH:31]=2)[C:7]2[N:8]([CH2:20][C@H:21]3[CH2:22][CH2:23][C@H:24]([CH3:27])[CH2:25][CH2:26]3)[C:9]([N:11]3[CH2:16][CH2:15][O:14][C@@H:13]4[CH2:17][CH2:18][CH2:19][C@@H:12]34)=[N:10][C:6]=2[CH:5]=1 |f:2.3.4|. Reported procedure: 4,6-dichloro-2-[(trans)-hexahydrocyclopenta[b][1,4]oxazin-4(4aH)-yl]-3-[(trans-4-methylcyclohexyl)methyl]-3H-imidazo[4,5-c]pyridine (racemic, 422 mg, 1 mmol), 5-chloro-2-fluoro-3-(4,4,5,5-tetramethyl-1,3,2-dioxaborolan-2-yl)pyridine (340 mg, 2 mmol) and Cs2CO3 (980 mg, 3 mmol) were added to degassed dioxane:water (10 mL: 2 mL), followed by the addition of [1,1′-bis(di-tert-butylphosphino)ferrocene]PdCl2 (130 mg, 0.2 mmol). The reaction was heated at 90° C. for 24 hours. Water and EtOAc were adde... The reactants are [BH4-], CO, CN, CCCOc1c(Cl)cccc1C=O, [Na+]. The product is CCCOc1c(Cl)cccc1CCN. As a reaction SMILES: [BH4-:16].[CH3:18][OH:19].[CH3:1][NH2:2].[Cl:3][c:4]1[c:5]([O:12][CH2:13][CH2:14][CH3:15])[c:6]([CH:7]=[O:8])[cH:9][cH:10][cH:11]1.[Na+:17]>>[CH2:1]([NH2:2])[CH2:7][c:6]1[c:5]([O:12][CH2:13][CH2:14][CH3:15])[c:4]([Cl:3])[cH:11][cH:10][cH:9]1. Reactants: CCOC(=O)C(C)C(=O)NCC(F)(F)C(F)(F)F, [Li+], C1CCOC1, [OH-], O. Yields the product CC(C(=O)O)C(=O)NCC(F)(F)C(F)(F)F. As a reaction SMILES: [CH2:1]([CH3:2])[O:3][C:4]([CH:5]([C:6](=[O:7])[NH:8][CH2:9][C:10]([C:11]([F:12])([F:13])[F:14])([F:15])[F:16])[CH3:17])=[O:18].[Li+:19].[O:21]1[CH2:22][CH2:23][CH2:24][CH2:25]1.[OH-:20].[OH2:26]>>[O:3]=[C:4]([CH:5]([C:6](=[O:7])[NH:8][CH2:9][C:10]([C:11]([F:12])([F:13])[F:14])([F:15])[F:16])[CH3:17])[OH:18]. Starting materials: CCO, Cl, [N-]=[N+]=NC1C(=O)Nc2ccccc2OC1c1ccccc1. The product is NC1C(=O)Nc2ccccc2OC1c1ccccc1. RXN SMILES: [CH3:23][CH2:24][OH:25].[ClH:22].[N:1](=[N+:2]=[N-:3])[CH:4]1[CH:5]([c:16]2[cH:17][cH:18][cH:19][cH:20][cH:21]2)[O:6][c:7]2[c:8]([cH:12][cH:13][cH:14][cH:15]2)[NH:9][C:10]1=[O:11]>>[NH2:1][CH:4]1[CH:5]([c:16]2[cH:17][cH:18][cH:19][cH:20][cH:21]2)[O:6][c:7]2[c:8]([cH:12][cH:13][cH:14][cH:15]2)[NH:9][C:10]1=[O:11]. The reactants are CC(=O)O, CCOC(C)=O, CC(=O)Oc1ccccc1C(=O)NC(SC(C)C)C(Cl)(Cl)Cl, O, OO. Yields the product CC(=O)Oc1ccccc1C(=O)NC(S(=O)C(C)C)C(Cl)(Cl)Cl. Reaction SMILES: [CH3:23][C:24]([OH:25])=[O:26].[CH3:30][CH2:31][O:32][C:33](=[O:34])[CH3:35].[CH:1]([CH3:2])([CH3:3])[S:4][CH:5]([C:6]([Cl:7])([Cl:8])[Cl:9])[NH:10][C:11]([c:12]1[c:13]([O:18][C:19]([CH3:20])=[O:21])[cH:14][cH:15][cH:16][cH:17]1)=[O:22].[OH2:29].[OH:27][OH:28]>>[CH:1]([CH3:2])([CH3:3])[S:4]([CH:5]([C:6]([Cl:7])([Cl:8])[Cl:9])[NH:10][C:11]([c:12]1[c:13]([O:18][C:19]([CH3:20])=[O:21])[cH:14][cH:15][cH:16][cH:17]1)=[O:22])=[O:25]. Reactants: resultant solution, BrC1=NC=C(C=C1)C (2-bromo-5-methylpyridine), C1(=CC=CC=C1)B(O)O (phenylboronic acid), [OH-].[Ba+2].[OH-] (barium hydroxide), COCCOC (DME). Reagents/catalysts: C=1C=CC(=CC1)[P](C=2C=CC=CC2)(C=3C=CC=CC3)[Pd]([P](C=4C=CC=CC4)(C=5C=CC=CC5)C=6C=CC=CC6)([P](C=7C=CC=CC7)(C=8C=CC=CC8)C=9C=CC=CC9)[P](C=1C=CC=CC1)(C=1C=CC=CC1)C=1C=CC=CC1 (Tetrakis(triphenylphosphine)palladium(0)). Solvent: O (water). The product is C1(=CC=CC=C1)C1=NC=C(C=C1)C (2-Phenyl-5-methylpyridine). Reaction SMILES: Br[C:2]1[CH:7]=[CH:6][C:5]([CH3:8])=[CH:4][N:3]=1.[C:9]1(B(O)O)[CH:14]=[CH:13][CH:12]=[CH:11][CH:10]=1.[OH-].[Ba+2].[OH-].COCCOC>C1C=CC([P]([Pd]([P](C2C=CC=CC=2)(C2C=CC=CC=2)C2C=CC=CC=2)([P](C2C=CC=CC=2)(C2C=CC=CC=2)C2C=CC=CC=2)[P](C2C=CC=CC=2)(C2C=CC=CC=2)C2C=CC=CC=2)(C2C=CC=CC=2)C2C=CC=CC=2)=CC=1.O>[C:9]1([C:2]2[CH:7]=[CH:6][C:5]([CH3:8])=[CH:4][N:3]=2)[CH:14]=[CH:13][CH:12]=[CH:11][CH:10]=1 |f:2.3.4,^1:30,32,51,70|. Procedure: A mixture of 2-bromo-5-methylpyridine (2.00 g, 11.63 mmol), phenylboronic acid (1.56 g, 12.79 mmol), barium hydroxide (5.50 g, 17.4 mmol), DME (80 mL) and water (15 mL) was purged with dry argon. Tetrakis(triphenylphosphine)palladium(0) (672 mg, 0.58 mmol) was added, and the resultant solution was stirred at 80° C. for 4 hours. The solvents were evaporated in vacuo, and the residue partitioned between EtOAc and water and acidified with 1M aq. HCl. The aqueous extract was separated, and extracted... Yield: 62.6%. The reactants are C1(CCCCC1)N=C=NC1CCCCC1 (DCC), CC1(CCS(C2=C(C=C(C(=C12)C)C(=O)O)C)(=O)=O)C (4,4,5,8-tetramethylthiochroman-6-carboxylic acid-1,1-dioxide), OC1=CC=NN1 (5-hydroxypyrazole), S1C(CCC2=CC=CC=C12)C(=O)O (thiochroman carboxylic acid), C(C)N1N=CC=C1O (1-ethyl-5-hydroxypyrazole), C([O-])([O-])=O.[K+].[K+] (potassium carbonate). Reaction SMILES: [CH3:1][C:2]1([CH3:19])[C:11]2[C:6](=[C:7]([CH3:16])[CH:8]=[C:9]([C:13](O)=[O:14])[C:10]=2[CH3:12])[S:5](=[O:18])(=[O:17])[CH2:4][CH2:3]1.S1C2C(=CC=CC=2)CCC1C(O)=O.[CH2:33]([N:35]1[C:39]([OH:40])=[CH:38][CH:37]=[N:36]1)[CH3:34].OC1NN=CC=1.C1(N=C=NC2CCCCC2)CCCCC1.C(=O)([O-])[O-].[K+].[K+]>C(O)(CC)(C)C>[CH3:1][C:2]1([CH3:19])[C:11]2[C:6](=[C:7]([CH3:16])[CH:8]=[C:9]([C:13]([C:38]3[CH:37]=[N:36][N:35]([CH2:33][CH3:34])[C:39]=3[OH:40])=[O:14])[C:10]=2[CH3:12])[S:5](=[O:17])(=[O:18])[CH2:4][CH2:3]1 |f:5.6.7|. Conditions: time 30 minute. The solvent is C(C)(C)(CC)O (tert-amyl alcohol). Reported procedure: 7.4 Grams (0.026 mol) of 4,4,5,8-tetramethylthiochroman-6-carboxylic acid-1,1-dioxide corresponding to thiochroman carboxylic acid (IIIc), 3.4 g (0.03 mol) of 1-ethyl-5-hydroxypyrazole corresponding to 5-hydroxypyrazole (II) and 6.22 g (0.03 mol) of DCC (N,N'-dicyclohexylcarbodiimide) were all together added to 50 ml of tert-amyl alcohol, and the mixture was stirred at room temperature for 30 minutes. Then, 1.8 g (0.013 mol) of anhydrous potassium carbonate was added. The reaction mixture was al... The product is CC1(CCS(C2=C(C=C(C(=C12)C)C(=O)C=1C=NN(C1O)CC)C)(=O)=O)C (4,4,5,8-tetramethyl-6-(1-ethyl-5-hydroxypyrazol-4-yl)carbonylthiochroman-1,1-dioxide). The reactants are CC(=O)O, C=C1CC(=O)N(c2ccccc2)C1=O, Cc1nc2cc(OCC(O)CN3CCNCC3)ccc2s1. Product: Cc1nc2cc(OCC(O)CN3CCN(CC4CC(=O)N(c5ccccc5)C4=O)CC3)ccc2s1. RXN SMILES: [C:36]([OH:37])(=[O:38])[CH3:39].[CH2:1]=[C:2]1[C:3](=[O:14])[N:4]([c:8]2[cH:9][cH:10][cH:11][cH:12][cH:13]2)[C:5](=[O:7])[CH2:6]1.[CH3:15][c:16]1[s:17][c:18]2[c:19]([n:20]1)[cH:21][c:22]([O:25][CH2:26][CH:27]([CH2:28][N:29]1[CH2:30][CH2:31][NH:32][CH2:33][CH2:34]1)[OH:35])[cH:23][cH:24]2>>[CH2:1]([CH:2]1[C:3](=[O:14])[N:4]([c:8]2[cH:9][cH:10][cH:11][cH:12][cH:13]2)[C:5](=[O:7])[CH2:6]1)[N:32]1[CH2:31][CH2:30][N:29]([CH2:28][CH:27]([CH2:26][O:25][c:22]2[cH:21][c:19]3[c:18]([s:17][c:16]([CH3:15])[n:20]3)[cH:24][cH:23]2)[OH:35])[CH2:34][CH2:33]1. The reactants are BrC1=C(C2=C(C(OC2)=O)S1)C (2-bromo-3-methylthieno[2,3-c]furan-6-(4H)-one), C(CCC)[Sn](CC=C)(CCCC)CCCC (tributyl (prop-2-en-1-yl)stannane), [Cl-].[Li+] (lithium chloride). Reagents/catalysts: C1(=CC=CC=C1)P(C1=CC=CC=C1)C1=CC=CC=C1.[Pd] (palladium triphenylphosphane). Solvent: C1(=CC=CC=C1)C (toluene). Yields the product CC1=C(SC=2C(OCC21)=O)CC=C (3-Methyl-2-(prop-2-en-1-yl)thieno[2,3-c]furan-6-(4H)-one). Reaction SMILES: Br[C:2]1[S:10][C:5]2[C:6](=[O:9])[O:7][CH2:8][C:4]=2[C:3]=1[CH3:11].[CH2:12]([Sn](CCCC)(CCCC)CC=C)[CH2:13][CH2:14]C.[Cl-].[Li+]>C1(C)C=CC=CC=1.C1(P(C2C=CC=CC=2)C2C=CC=CC=2)C=CC=CC=1.[Pd]>[CH3:11][C:3]1[C:4]2[CH2:8][O:7][C:6](=[O:9])[C:5]=2[S:10][C:2]=1[CH2:14][CH:13]=[CH2:12] |f:2.3,5.6|. Procedure details: In a 100 mL round bottom flask was added 2-bromo-3-methylthieno[2,3-c]furan-6-(4H)-one (60 mg, 0.257 mmol, 1.0 eq), tributyl (prop-2-en-1-yl)stannane (102 mg, 0.309 mmol, 1.2 eq), palladium triphenylphosphane (1:4) (14.9 mg, 0.013 mmol, 0.05 eq) and lithium chloride (32.7 mg, 0.77 mmol, 3.0 eq). The mixture was dissolved in toluene (20 mL), degassed and filled with N2. The mixture was reflux for 3 hr, concentrated, extracted with EtOAc, washed with water. The organic phase was dried over MgSO4, ...